Dataset: the Open Reaction Database (ORD), a public repository of structured organic reaction records. Task: describe an organic reaction: reactants, conditions, products, and yield Reactants: CCOC(=O)CCCCCO, ClCCl, O=[Cr](=O)([O-])Cl, c1cc[nH+]cc1. Product: CCOC(=O)CCCCC=O. RXN SMILES: [CH2:12]([CH3:13])[O:14][C:15]([CH2:16][CH2:17][CH2:18][CH2:19][CH2:20][OH:21])=[O:22].[Cl:23][CH2:24][Cl:25].[O:1]=[Cr:2]([Cl:3])([O-:4])=[O:5].[nH+:6]1[cH:7][cH:8][cH:9][cH:10][cH:11]1>>[CH2:12]([CH3:13])[O:14][C:15]([CH2:16][CH2:17][CH2:18][CH2:19][CH:20]=[O:21])=[O:22]. Reactants: ClCCN(CCCl)CC1=CC=C(C(=O)OC)C=C1 (methyl 4-[N,N-bis(2-chloroethyl)aminomethyl]benzoate). The solvent is Cl (hydrochloric acid). Yields the product ClCCN(CCCl)CC1=CC=C(C(=O)O)C=C1 (4-[N,N-Bis(2-chloroethyl)aminomethyl]benzoic acid). Yield: 94.1%. As a reaction SMILES: [Cl:1][CH2:2][CH2:3][N:4]([CH2:8][C:9]1[CH:18]=[CH:17][C:12]([C:13]([O:15]C)=[O:14])=[CH:11][CH:10]=1)[CH2:5][CH2:6][Cl:7]>Cl>[Cl:1][CH2:2][CH2:3][N:4]([CH2:8][C:9]1[CH:10]=[CH:11][C:12]([C:13]([OH:15])=[O:14])=[CH:17][CH:18]=1)[CH2:5][CH2:6][Cl:7]. Reported procedure: Concentrated hydrochloric acid (50 ml) was added to 9.5 g (32.7 mmol) of methyl 4-[N,N-bis(2-chloroethyl)aminomethyl]benzoate, followed by stirring under heating and reflux for 2 hours. After the solvent was distilled out under reduced pressure, the residue was washed with acetone, whereby 8.5 g of white powder were obtained. The reactants are Cl (HCl), IC1=C(C=C(C(=C1)[N+](=O)[O-])[N+](=O)[O-])I (1,2-Diiodo-4,5-dinitrobenzene), C(CN(CC(=O)O)CC(=O)O)N(CC(=O)O)CC(=O)O (EDTA), [OH-].[K+] (KOH). The reagents and catalysts are [Fe] (Fe), [Fe] (Fe). Run in CCO (EtOH), CCO (EtOH). Yields the product NC1=C(C=C(C(=C1)I)I)N (1,2-Diamino-4,5-diiodobenzene). The yield is 66.4%. As a reaction SMILES: [I:1][C:2]1[CH:7]=[C:6]([N+:8]([O-])=O)[C:5]([N+:11]([O-])=O)=[CH:4][C:3]=1[I:14].Cl.C(N(CC(O)=O)CC(O)=O)CN(CC(O)=O)CC(O)=O.[OH-].[K+]>[Fe].CCO>[NH2:8][C:6]1[CH:7]=[C:2]([I:1])[C:3]([I:14])=[CH:4][C:5]=1[NH2:11] |f:3.4|. Reported procedure: Following a literature procedure, a sample of 1 (17.42 g, 41.5 mmol) and a magnetic stirring bar were added to a 500 mL conical flask fitted with a jacketed condenser. EtOH (95%, 150 mL) and conc. aqueous HCl (68.6 mL, 0.83 mol) were added, and the mixture was stirred and heated to boiling. Fe (18.59 g, 0.332 mol) was added in portions, resulting in foaming of the mixture and accelerated refluxing of the EtOH, which would subside within a few minutes of each addition. The reaction was heated for... Starting materials: O=C(Br)CBr, CN(C)c1ccccc1, CCOCC, CC(C)OC(C)C, O=[N+]([O-])c1ccc(CO)cc1. Yields the product O=C(CBr)OCc1ccc([N+](=O)[O-])cc1. Reaction SMILES: [Br:21][CH2:22][C:23](=[O:24])[Br:25].[CH3:12][N:13]([c:14]1[cH:15][cH:16][cH:17][cH:18][cH:19]1)[CH3:20].[CH3:33][CH2:34][O:35][CH2:36][CH3:37].[CH:26]([O:27][CH:28]([CH3:29])[CH3:30])([CH3:31])[CH3:32].[N+:1](=[O:2])([O-:3])[c:4]1[cH:5][cH:6][c:7]([CH2:8][OH:9])[cH:10][cH:11]1>>[N+:1](=[O:2])([O-:3])[c:4]1[cH:5][cH:6][c:7]([CH2:8][O:9][C:23]([CH2:22][Br:21])=[O:24])[cH:10][cH:11]1. Starting materials: C1CCOC1, CCOC(C)=O, CC1(Cc2ccc(OC(F)(F)F)cc2)C(=O)N(c2cc(Cl)cc(Cl)c2)c2nccn21, O=C1CCC(=O)N1I, Cc1ccc(S(=O)(=O)[O-])cc1, c1cc[nH+]cc1. Yields the product CC1(Cc2ccc(OC(F)(F)F)cc2)C(=O)N(c2cc(Cl)cc(Cl)c2)c2ncc(I)n21. Reaction SMILES: [CH2:56]1[O:57][CH2:58][CH2:59][CH2:60]1.[CH3:61][CH2:62][O:63][C:64]([CH3:65])=[O:66].[Cl:1][c:2]1[cH:3][c:4]([N:9]2[c:10]3[n:11]([cH:28][cH:29][n:30]3)[C:12]([CH2:15][c:16]3[cH:17][cH:18][c:19]([O:22][C:23]([F:24])([F:25])[F:26])[cH:20][cH:21]3)([CH3:27])[C:13]2=[O:14])[cH:5][c:6]([Cl:8])[cH:7]1.[I:31][N:32]1[C:33](=[O:34])[CH2:35][CH2:36][C:37]1=[O:38].[c:39]1([CH3:40])[cH:41][cH:42][c:43]([S:44]([O-:45])(=[O:46])=[O:47])[cH:48][cH:49]1.[nH+:50]1[cH:51][cH:52][cH:53][cH:54][cH:55]1>>[Cl:1][c:2]1[cH:3][c:4]([N:9]2[c:10]3[n:11]([c:28]([I:31])[cH:29][n:30]3)[C:12]([CH2:15][c:16]3[cH:17][cH:18][c:19]([O:22][C:23]([F:24])([F:25])[F:26])[cH:20][cH:21]3)([CH3:27])[C:13]2=[O:14])[cH:5][c:6]([Cl:8])[cH:7]1. Starting materials: C(C1=CC=CC=C1)N1C(N2CC=CC3=CC=CC1=C23)=O (1-Benzyl-4H-imidazo[4,5,1-ij]quinolin-2(1H)-one), [H+].[B-](F)(F)(F)F (fluoboric acid), C(C)(C)(C)OC (methyl t-butyl ether), CC1(C(=O)N(C(=O)N1Br)Br)C (Dibromantin). Solvent: O (water), C(C)#N (acetonitrile), C(C)#N (acetonitrile). Run at time 3 hour. Yields the product C(C1=CC=CC=C1)N1C(N2C[C@H]([C@@H](C3=CC=CC1=C23)O)Br)=O ((5R,6R)-1-benzyl-5-bromo-6-hydroxy-5,6-dihydro-4H-imidazo[4,5,1-ij]quinolin-2(1H)-one). RXN SMILES: [CH2:1]([N:8]1[C:18]2=[C:19]3C(=[CH:15][CH:16]=[CH:17]2)C=C[CH2:11][N:10]3[C:9]1=[O:20])[C:2]1[CH:7]=[CH:6][CH:5]=[CH:4][CH:3]=1.[H+].[B-](F)(F)(F)F.CC1(C)N([Br:35])C(=O)N(Br)C1=O.[C:38]([O:42]C)([CH3:41])([CH3:40])C>C(#N)C.O>[CH2:1]([N:8]1[C:18]2=[C:19]3[C:40](=[CH:15][CH:16]=[CH:17]2)[C@@H:38]([OH:42])[C@H:41]([Br:35])[CH2:11][N:10]3[C:9]1=[O:20])[C:2]1[CH:7]=[CH:6][CH:5]=[CH:4][CH:3]=1 |f:1.2|. Reported procedure: 1-Benzyl-4H-imidazo[4,5,1-ij]quinolin-2(1H)-one (II, EXAMPLE 1, 240 g), acetonitrile (1.086 kg), water (227 ml) and fluoboric acid (48.5%, 13.4 g) are mixed and cooled to 0 to 5°. Dibromantin (163.5 g) is slurried into acetonitrile and is added to the reaction mixture. The reaction is carried out for about 3 hr at 0 to 5°. After the reaction is complete, methyl t-butyl ether is added over about 45 minutes keeping the reaction temperature in the pot below 10°. The slurry is cooled to −10 to −15°,...